This data is from the Open Reaction Database (ORD), a public repository of structured organic reaction records. The task is: describe an organic reaction: reactants, conditions, products, and yield The reactants are [BH3-]C#N.[Na+] (NaBH3CN), ClC1=NC2=CC=C(C=C2C(=C1C1=CC=CC=C1)Cl)C(O)(C=1C=NC=CC1)C1CNCCC1.C(=O)(C(F)(F)F)O ((2,4-Dichloro-3-phenylquinolin-6-yl)(piperidin-3-yl)pyridin-3-ylmethanol•TFA), C=O (formaldehyde), O (water). The solvent is CO (MeOH). Conditions: time 8 hour. Yields the product ClC1=NC2=CC=C(C=C2C(=C1C1=CC=CC=C1)Cl)C(O)(C=1C=NC=CC1)C1CN(CCC1)C.C(=O)(C(F)(F)F)O ((2,4-Dichloro-3-phenylquinolin-6-yl)(1-methylpiperidin-3-yl)pyridin-3-ylmethanol•TFA). As a reaction SMILES: [Cl:1][C:2]1[C:11]([C:12]2[CH:17]=[CH:16][CH:15]=[CH:14][CH:13]=2)=[C:10]([Cl:18])[C:9]2[C:4](=[CH:5][CH:6]=[C:7]([C:19]([CH:27]3[CH2:32][CH2:31][CH2:30][NH:29][CH2:28]3)([C:21]3[CH:22]=[N:23][CH:24]=[CH:25][CH:26]=3)[OH:20])[CH:8]=2)[N:3]=1.[C:33]([OH:39])([C:35]([F:38])([F:37])[F:36])=[O:34].C=O.O.[BH3-]C#N.[Na+]>CO>[Cl:1][C:2]1[C:11]([C:12]2[CH:13]=[CH:14][CH:15]=[CH:16][CH:17]=2)=[C:10]([Cl:18])[C:9]2[C:4](=[CH:5][CH:6]=[C:7]([C:19]([CH:27]3[CH2:32][CH2:31][CH2:30][N:29]([CH3:33])[CH2:28]3)([C:21]3[CH:22]=[N:23][CH:24]=[CH:25][CH:26]=3)[OH:20])[CH:8]=2)[N:3]=1.[C:33]([OH:39])([C:35]([F:38])([F:37])[F:36])=[O:34] |f:0.1,4.5,7.8|. Procedure: To a mixture of (2,4-dichloro-3-phenylquinolin-6-yl)(piperidin-3-yl)pyridin-3-ylmethanol•TFA (15 mg, 0.022 mmol, Example 93), 37% formaldehyde in water (0.010 mL, 0.13 mmol) and MeOH (1 mL) was added NaBH3CN (4.0 mg, 0.064 mmol). The mixture was stirred overnight and concentrated. The residue was purified by reverse phase HPLC (water/acetonitrile/0.1% TFA) to provide the title compound as a white solid. 1H NMR (400 MHz, MeOH-d4) δ 8.95 (s, 1H), 8.54-8.68 (m, 2H), 8.41 (d, J=7.58 Hz, 1H), 7.96-8.... Reactants: OC1=CC(=CC=2N1N=C(C2C(=O)OCC)C)C (Ethyl 7-hydroxy-2,5-dimethylpyrazolo[1,5-a]pyridine-3-carboxylate), N(=NC(=O)OCC)C(=O)OCC (diethyl azodicarboxylate), FC1=C(C=CC=C1F)CO ((2,3-difluorophenyl)methanol), C1(=CC=CC=C1)P(C1=CC=CC=C1)C1=CC=CC=C1 (triphenylphosphine). Run in O1CCCC1 (tetrahydrofuran), COC(C)(C)C (tert-butyl methyl ether). Conditions: time 1 hour. Yields the product C(C)OC(=O)C=1C(=NN2C1C=C(C=C2OCC2=C(C(=CC=C2)F)F)C)C (7-[(2,3-Difluorobenzyl)oxy]-2,5-dimethylpyrazolo[1,5-a]pyridine-3-carboxylic Acid ethyl Ester). RXN SMILES: [OH:1][C:2]1[N:7]2[N:8]=[C:9]([CH3:16])[C:10]([C:11]([O:13][CH2:14][CH3:15])=[O:12])=[C:6]2[CH:5]=[C:4]([CH3:17])[CH:3]=1.[F:18][C:19]1[C:24]([F:25])=[CH:23][CH:22]=[CH:21][C:20]=1[CH2:26]O.C1(P(C2C=CC=CC=2)C2C=CC=CC=2)C=CC=CC=1.N(C(OCC)=O)=NC(OCC)=O>O1CCCC1.COC(C)(C)C>[CH2:14]([O:13][C:11]([C:10]1[C:9]([CH3:16])=[N:8][N:7]2[C:2]([O:1][CH2:26][C:20]3[CH:21]=[CH:22][CH:23]=[C:24]([F:25])[C:19]=3[F:18])=[CH:3][C:4]([CH3:17])=[CH:5][C:6]=12)=[O:12])[CH3:15]. Procedure: A solution of 180 mg (0.768 mmol) of 7-hydroxy-2,5-dimethylpyrazolo[1,5-a]pyridine-3-carboxylic acid ethyl ester from Example 8A in 7 ml of dry tetrahydrofuran was admixed with 221.5 mg (1.537 mmol) of (2,3-difluorophenyl)methanol (CAS 75853-18-8), 423.2 mg (1.614 mmol) of triphenylphosphine and 0.32 ml (1.614 mmol) of diethyl azodicarboxylate. The resulting mixture was stirred at room temperature for 1 h, some of the solvent was drawn off under reduced pressure and the residue was admixed with ... Reactants: B, COC(=O)c1ccc(C(=O)N2CCCCc3ccccc32)cc1OC, N, C1CCOC1, C1CCOC1. The product is COC(=O)c1ccc(CN2CCCCc3ccccc32)cc1OC. RXN SMILES: [BH3:31].[CH3:1][O:2][c:3]1[c:4]([C:5](=[O:6])[O:7][CH3:8])[cH:9][cH:10][c:11]([C:13](=[O:14])[N:15]2[CH2:16][CH2:17][CH2:18][CH2:19][c:20]3[c:21]2[cH:22][cH:23][cH:24][cH:25]3)[cH:12]1.[NH3:32].[O:26]1[CH2:27][CH2:28][CH2:29][CH2:30]1.[O:33]1[CH2:34][CH2:35][CH2:36][CH2:37]1>>[CH3:1][O:2][c:3]1[c:4]([C:5](=[O:6])[O:7][CH3:8])[cH:9][cH:10][c:11]([CH2:13][N:15]2[CH2:16][CH2:17][CH2:18][CH2:19][c:20]3[c:21]2[cH:22][cH:23][cH:24][cH:25]3)[cH:12]1.